Dataset: the Open Reaction Database (ORD), a public repository of structured organic reaction records. Task: describe an organic reaction: reactants, conditions, products, and yield Reactants: ClC=1C=C(CN2C(C3=C(C(NC(=C3CC2)C(=O)O)=O)O)=O)C=CC1F (6-(3-chloro-4-fluorobenzyl)-4-hydroxy-3,5-dioxo-2,3,5,6,7,8-hexahydro-2,6-naphthyridine-1-carboxylic acid), N1=CC=CC2=CC=CC=C12 (quinoline). Reaction conditions: temperature 190 celsius. The product is ClC=1C=C(CN2C(C3=C(C(NC=C3CC2)=O)O)=O)C=CC1F (2-(3-Chloro-4-fluorobenzyl)-8-hydroxy-2,3,4,6-tetrahydro-2,6-naphthyridine-1,7-dione). As a reaction SMILES: [Cl:1][C:2]1[CH:3]=[C:4]([CH:22]=[CH:23][C:24]=1[F:25])[CH2:5][N:6]1[CH2:15][CH2:14][C:13]2[C:8](=[C:9]([OH:20])[C:10](=[O:19])[NH:11][C:12]=2C(O)=O)[C:7]1=[O:21].N1C2C(=CC=CC=2)C=CC=1>>[Cl:1][C:2]1[CH:3]=[C:4]([CH:22]=[CH:23][C:24]=1[F:25])[CH2:5][N:6]1[CH2:15][CH2:14][C:13]2[C:8](=[C:9]([OH:20])[C:10](=[O:19])[NH:11][CH:12]=2)[C:7]1=[O:21]. Procedure details: A mixture of 6-(3-chloro-4-fluorobenzyl)-4-hydroxy-3,5-dioxo-2,3,5,6,7,8-hexahydro-2,6-naphthyridine-1-carboxylic acid (0.30 g, 0.82 mmol) and quinoline (0.11 g, 0.82 mmol) was heated at 190° C. for 2.5 hours. The product mixture was cooled to room temperature and triturated with diethyl ether. The solid precipitated was filtered, and was subjected to preparative reverse phase HPLC purification. Collection and lyophilization of appropriate fractions provide the titled compound.